Dataset: the Open Reaction Database (ORD), a public repository of structured organic reaction records. Task: describe an organic reaction: reactants, conditions, products, and yield Reactants: CI, CC(C)(C1CC1)C(O)(Cn1cncn1)c1ccc(Cl)cc1, [H-], [Na+], CN(C)C=O, O. Yields the product COC(Cn1cncn1)(c1ccc(Cl)cc1)C(C)(C)C1CC1. Reaction SMILES: [CH3:24][I:25].[Cl:3][c:4]1[cH:5][cH:6][c:7]([C:10]([CH2:11][n:12]2[n:13][cH:14][n:15][cH:16]2)([C:17]([CH3:18])([CH3:19])[CH:20]2[CH2:21][CH2:22]2)[OH:23])[cH:8][cH:9]1.[H-:2].[Na+:1].[O:27]=[CH:28][N:29]([CH3:30])[CH3:31].[OH2:26]>>[Cl:3][c:4]1[cH:5][cH:6][c:7]([C:10]([CH2:11][n:12]2[n:13][cH:14][n:15][cH:16]2)([C:17]([CH3:18])([CH3:19])[CH:20]2[CH2:21][CH2:22]2)[O:23][CH3:24])[cH:8][cH:9]1. Starting materials: OC1C(CC2=CC=CC3=CC=CC1=C23)NC(C)=O (N-(1-hydroxy-2,3-dihydro-1H-phenalen-2-yl)acetamide), [H-].[Na+] (NaH), CI (methyl iodide). Solvent: CN(C)C=O (DMF). The product is COC1C(CC2=CC=CC3=CC=CC1=C23)NC(C)=O (N-(1-METHOXY-2,3-DIHYDRO-1H-PHENALEN-2-YL-)ACETAMIDE). RXN SMILES: [OH:1][CH:2]1[C:13]2=[C:14]3[C:9](=[CH:10][CH:11]=[CH:12]2)[CH:8]=[CH:7][CH:6]=[C:5]3[CH2:4][CH:3]1[NH:15][C:16](=[O:18])[CH3:17].[H-].[Na+].[CH3:21]I>CN(C=O)C>[CH3:21][O:1][CH:2]1[C:13]2=[C:14]3[C:9](=[CH:10][CH:11]=[CH:12]2)[CH:8]=[CH:7][CH:6]=[C:5]3[CH2:4][CH:3]1[NH:15][C:16](=[O:18])[CH3:17] |f:1.2|. Procedure: The N-(1-hydroxy-2,3-dihydro-1H-phenalen-2-yl)acetamide obtained is stage C of Example 1 (1 mmol, 290 mg) is dissolved in 10 cm3 of anhydrous DMF. Under an inert atmosphere, NaH (1 mmol, 0.05 g of 60% in oil suspension) and then methyl iodide (0.09 cm3, 1.2 eq) are added in the reaction mixture. Stirring is maintained at ambiant temperature for 4h30 and the solvent is evaporated. The residue is taken up in CH2 Cl2 and the solution is flitrated. The filtrate is evaporated and purified by chromato... Starting materials: ClC1=CC=C(CNC(=O)C2=CN(C3=CC=C(C=C3C2=O)CN2CCOCC2)CSC2=CC=CC=C2)C=C1 (N-(4-chlorobenzyl)-6-(4-morpholinylmethyl)-4-oxo-1-[(phenylsulfanyl)methyl)-1,4-dihydro-3-quinolinecarboxamide), O.C1(=CC=C(C=C1)S(=O)(=O)O)C (p-toluenesulfonic acid hydrate), ClC=1C=C(C(=O)OO)C=CC1 (m-chloroperoxybenzoic acid). The solvent is ClCCl (dichloromethane), ClCCl (dichloromethane). Reaction conditions: time 1 hour. Product: ClC1=CC=C(CNC(=O)C2=CN(C3=CC=C(C=C3C2=O)CN2CCOCC2)CS(=O)C2=CC=CC=C2)C=C1 (N-(4-Chlorobenzyl)-6-(4-morpholinylmethyl)-4-oxo-1-[(phenylsulfinyl)methyl]-1,4-dihydro-3-quinolinecarboxamide). Isolated yield 72.8%. Reaction SMILES: [Cl:1][C:2]1[CH:37]=[CH:36][C:5]([CH2:6][NH:7][C:8]([C:10]2[C:19](=[O:20])[C:18]3[C:13](=[CH:14][CH:15]=[C:16]([CH2:21][N:22]4[CH2:27][CH2:26][O:25][CH2:24][CH2:23]4)[CH:17]=3)[N:12]([CH2:28][S:29][C:30]3[CH:35]=[CH:34][CH:33]=[CH:32][CH:31]=3)[CH:11]=2)=[O:9])=[CH:4][CH:3]=1.O.C1(C)C=CC(S(O)(=O)=[O:46])=CC=1.ClC1C=C(C=CC=1)C(OO)=O>ClCCl>[Cl:1][C:2]1[CH:37]=[CH:36][C:5]([CH2:6][NH:7][C:8]([C:10]2[C:19](=[O:20])[C:18]3[C:13](=[CH:14][CH:15]=[C:16]([CH2:21][N:22]4[CH2:27][CH2:26][O:25][CH2:24][CH2:23]4)[CH:17]=3)[N:12]([CH2:28][S:29]([C:30]3[CH:31]=[CH:32][CH:33]=[CH:34][CH:35]=3)=[O:46])[CH:11]=2)=[O:9])=[CH:4][CH:3]=1 |f:1.2|. Procedure: A solution of N-(4-chlorobenzyl)-6-(4-morpholinylmethyl)-4-oxo-1-[(phenylsulfanyl)methyl)-1,4-dihydro-3-quinolinecarboxamide (0.08 gm) from Example No. 76 in dichloromethane (2 mL) at 0° C. is added p-toluenesulfonic acid hydrate (0.03 gm) followed by m-chloroperoxybenzoic acid (˜85%) (0.03 gm). The mixture is stirred for 1 hr. The reaction mixture is diluted with dichloromethane, washed with saturated aqueous sodium sulfite, saturated aqueous sodium bicarbonate, brine, dried (Na2SO4) and concen...